Dataset: the Open Reaction Database (ORD), a public repository of structured organic reaction records. Task: describe an organic reaction: reactants, conditions, products, and yield The reactants are CCO, Cl, Nc1ccc(I)cc1, O=N[O-], Cc1cc(N)nc(N)n1, NC(N)=O, [Na+], [Na+], [OH-], O, c1cncnc1. Product: Cc1nc(N)nc(N)c1N=Nc1ccc(I)cc1. As a reaction SMILES: [CH3:35][CH2:36][OH:37].[ClH:38].[I:10][c:11]1[cH:12][cH:13][c:14]([NH2:15])[cH:16][cH:17]1.[N:18]([O-:19])=[O:20].[NH2:1][c:2]1[n:3][c:4]([CH3:9])[cH:5][c:6]([NH2:8])[n:7]1.[NH2:22][C:23](=[O:24])[NH2:25].[Na+:21].[Na+:33].[OH-:32].[OH2:34].[cH:26]1[cH:27][n:28][cH:29][n:30][cH:31]1>>[NH2:1][c:2]1[n:3][c:4]([CH3:9])[c:5]([N:18]=[N:15][c:14]2[cH:13][cH:12][c:11]([I:10])[cH:17][cH:16]2)[c:6]([NH2:8])[n:7]1. Reactants: N1C=NC=C1 (imidazole), O[C@@H](CC(=O)OCC)CI (Ethyl 3(S)-hydroxy-4-iodobutyrate), [Na+].[I-] (NaI), C(C)(C)(C)[Si](C)(C)Cl (tert-butyl(chloro)dimethylsilane), [O-]S(=O)(=S)[O-].[Na+].[Na+] (Na2S2O3). Solvent: O (H2O), CN(C)C=O (DMF), O (H2O). Conditions: temperature 0 celsius, time 1.5 hour. Product: [Si](C)(C)(C(C)(C)C)O[C@@H](CC(=O)OCC)CI (Ethyl 3(S)-(tert-butyldimethylsilyloxy)-4-iodobutyrate). Yield: 87.1%. As a reaction SMILES: N1C=CN=C1.[OH:6][C@H:7]([CH2:14][I:15])[CH2:8][C:9]([O:11][CH2:12][CH3:13])=[O:10].[Na+].[I-].[C:18]([Si:22](Cl)([CH3:24])[CH3:23])([CH3:21])([CH3:20])[CH3:19].[O-]S([O-])(=S)=O.[Na+].[Na+]>CN(C=O)C.O>[Si:22]([O:6][C@H:7]([CH2:14][I:15])[CH2:8][C:9]([O:11][CH2:12][CH3:13])=[O:10])([C:18]([CH3:21])([CH3:20])[CH3:19])([CH3:24])[CH3:23] |f:2.3,5.6.7|. Procedure: To a solution of imidazole (252.3 g, 7.36 mol) in dry DMF (7.6 L) are added ethyl 3(S)-hydroxy-4-iodobutyrate (2) (949.6 g, 3.68 mol, GC purity 85.9%) and anhydrous NaI (1106 g, 7.36 mol) under argon atmosphere at ambient temperature. The suspension is cooled to 0° C. and tert-butyl(chloro)dimethylsilane (838 g, 5.56 mol) is added portionwise. The reaction mixture is stirred at 0° C. for 1.5 hours followed by stirring for 15.5 hours from 0° C. to ambient temperature. Then the mixture is cooled t... The reactants are FC1=CC=C(C=C1)N1N=C(C=C1C1=CC=C(C=C1)S(=O)(=O)C)N (1-(4-fluorophenyl)-5-[4-(methylsulfonyl)phenyl]pyrazol-3-amine), CS(=O)(=O)Cl (methanesulfonyl chloride). Procedure details: A mixture of 1-(4-fluorophenyl)-5-[4-(methylsulfonyl)phenyl]pyrazol-3-amine (0.8 g) and methanesulfonyl chloride (0.224 ml) in pyridine (8 ml) was stirred at ambient temperature for 2 hours. Pyridine was evaporated, and the residue was dissolved in ethyl acetate, washed with water and dilute hydrochloric acid, dried, and concentrated. The residual oil (1.1 g) was purified by column chromatography on silica gel (20 g) eluting with a mixture of toluene and ethyl acetate (2:1). The product (0.74 g)... Reaction conditions: time 2 hour. Solvent: N1=CC=CC=C1 (pyridine). RXN SMILES: [F:1][C:2]1[CH:7]=[CH:6][C:5]([N:8]2[C:12]([C:13]3[CH:18]=[CH:17][C:16]([S:19]([CH3:22])(=[O:21])=[O:20])=[CH:15][CH:14]=3)=[CH:11][C:10]([NH2:23])=[N:9]2)=[CH:4][CH:3]=1.[CH3:24][S:25](Cl)(=[O:27])=[O:26]>N1C=CC=CC=1>[F:1][C:2]1[CH:3]=[CH:4][C:5]([N:8]2[C:12]([C:13]3[CH:18]=[CH:17][C:16]([S:19]([CH3:22])(=[O:21])=[O:20])=[CH:15][CH:14]=3)=[CH:11][C:10]([NH:23][S:25]([CH3:24])(=[O:27])=[O:26])=[N:9]2)=[CH:6][CH:7]=1. Product: FC1=CC=C(C=C1)N1N=C(C=C1C1=CC=C(C=C1)S(=O)(=O)C)NS(=O)(=O)C (N-{1-(4-fluorophenyl)-5-[4-(methylsulfonyl)phenyl]-3-pyrazolyl}methanesulfonamide). Starting materials: NC(CCNC(C1=CC=C(C=C1)[C@@H]1CC(CC1)=O)=O)=O (N-(3-amino-3-oxo-propyl)-4-[(1S)-3-oxocyclopentyl]benzamide), amine, ketone, Cl.FC1=C(C=C(C=C1)[C@@H](C)N)OC ((1R)-1-(4-fluoro-3-methoxyphenyl)-ethylamine hydrochloride). The product is NC(CCNC(C1=CC=C(C=C1)[C@@H]1CC(CC1)N[C@H](C)C1=CC(=C(C=C1)F)OC)=O)=O (N-(3-amino-3-oxo-propyl)-4-[(1S,3R/S)-3-[[(1R)-1-(4-fluoro-3-methoxy-phenyl)ethyl]amino]cyclopentyl]benzamide). Reaction SMILES: [NH2:1][C:2](=[O:20])[CH2:3][CH2:4][NH:5][C:6](=[O:19])[C:7]1[CH:12]=[CH:11][C:10]([C@H:13]2[CH2:17][CH2:16][C:15](=O)[CH2:14]2)=[CH:9][CH:8]=1.Cl.[F:22][C:23]1[CH:28]=[CH:27][C:26]([C@H:29]([NH2:31])[CH3:30])=[CH:25][C:24]=1[O:32][CH3:33]>>[NH2:1][C:2](=[O:20])[CH2:3][CH2:4][NH:5][C:6](=[O:19])[C:7]1[CH:12]=[CH:11][C:10]([C@H:13]2[CH2:17][CH2:16][CH:15]([NH:31][C@@H:29]([C:26]3[CH:27]=[CH:28][C:23]([F:22])=[C:24]([O:32][CH3:33])[CH:25]=3)[CH3:30])[CH2:14]2)=[CH:9][CH:8]=1 |f:1.2|. Procedure details: General procedure B was followed using N-(3-amino-3-oxo-propyl)-4-[(1S)-3-oxocyclopentyl]benzamide as the ketone and (1R)-1-(4-fluoro-3-methoxyphenyl)-ethylamine hydrochloride as the amine. 1H NMR (600 MHz, DMSO) δ 8.39 (t, J=5.6 Hz, 1H), 7.74 (d, J=8.3 Hz, 2H), 7.37-7.31 (m, 3H), 7.16 (dd, J=8.6, 1.8 Hz, 1H), 7.10 (dd, J=11.5, 8.2 Hz, 1H), 6.91-6.87 (m, 1H), 6.82 (br s, 1H), 3.83 (s, 3H), 3.77-3.71 (m, 1H), 3.46-3.37 (m, 2H), 2.99-2.87 (m, 2H), 2.34 (t, J=7.3 Hz, 2H), 2.26-2.19 (m, 1H), 1.96-1.... Starting materials: C(C1=CC=CC=C1)N (benzylamine), ClCC(=O)OC(C)(C)C (tert-butyl chloroacetate). The solvent is C1=CC=CC=C1 (benzene), [OH-].[Na+] (NaOH), C1=CC=CC=C1 (benzene). Run at time 1 hour. Product: C(C)(C)(C)OC(CNCC1=CC=CC=C1)=O (N-benzylglycine tert-butyl ester). Isolated yield 89.0%. Reaction SMILES: [CH2:1]([NH2:8])[C:2]1[CH:7]=[CH:6][CH:5]=[CH:4][CH:3]=1.Cl[CH2:10][C:11]([O:13][C:14]([CH3:17])([CH3:16])[CH3:15])=[O:12]>C1C=CC=CC=1.[OH-].[Na+]>[C:14]([O:13][C:11](=[O:12])[CH2:10][NH:8][CH2:1][C:2]1[CH:7]=[CH:6][CH:5]=[CH:4][CH:3]=1)([CH3:17])([CH3:16])[CH3:15] |f:3.4|. Procedure details: To 71.0 g of benzylamine in 100 ml of benzene was added with stirring 25.0 g of tert-butyl chloroacetate over a period of 30 minutes, while maintaining the temperature at 30°-70° C. The reaction mixture was held at 70° C for an additional 1 hour. At the end of this period, the reaction mixture was taken up in 70 ml of 2N NaOH solution and 80 ml of benzene, transferred into a separatory funnel and well shaken. The benzene solution was separated, washed with water, dried over anhydrous sodium sulf... The reactants are C[Si](C)(C)N=C=O, ClCCl, O=C(c1csc(C2CCNCC2)c1)N1CCCC2CCCCC21. Yields the product NC(=O)N1CCC(c2cc(C(=O)N3CCCC4CCCCC43)cs2)CC1. As a reaction SMILES: [CH3:24][Si:25]([CH3:26])([CH3:27])[N:28]=[C:29]=[O:30].[Cl:31][CH2:32][Cl:33].[N:1]1([C:11](=[O:12])[c:13]2[cH:14][s:15][c:16]([CH:18]3[CH2:19][CH2:20][NH:21][CH2:22][CH2:23]3)[cH:17]2)[CH2:2][CH2:3][CH2:4][CH:5]2[CH2:6][CH2:7][CH2:8][CH2:9][CH:10]12>>[N:1]1([C:11](=[O:12])[c:13]2[cH:14][s:15][c:16]([CH:18]3[CH2:19][CH2:20][N:21]([C:29]([NH2:28])=[O:30])[CH2:22][CH2:23]3)[cH:17]2)[CH2:2][CH2:3][CH2:4][CH:5]2[CH2:6][CH2:7][CH2:8][CH2:9][CH:10]12. Reactants: C(C)(=O)OCC (Ethyl acetate), C(C)C1=CC=C(COC2=C(C=C(C=C2)C2CN(C2)C(=O)OC(C)(C)C)OC)C=C1 (tert-butyl 3-[4-(4-ethylbenzyloxy)-3-methoxyphenyl]azetidine-1-carboxylate), C(C)C1=CC=C(COC2=C(C=C(C=C2)C2CN(C2)C(=O)OC(C)(C)C)OC)C=C1 (tert-Butyl 3-[4-(4-ethylbenzyloxy)-3-methoxyphenyl]-azetidine-1-carboxylate), CS(=O)(=O)O (methanesulfonic acid). The solvent is C(C)O (ethanol). Reaction conditions: temperature 80 celsius, time 3 hour. Product: CS(=O)(=O)O.C(C)C1=CC=C(COC2=C(C=C(C=C2)C2CNC2)OC)C=C1 (3-[4-(4-Ethylbenzyloxy)-3-methoxyphenyl]azetidine methanesulfonate). Isolated yield 77.0%. As a reaction SMILES: [CH2:1]([C:3]1[CH:29]=[CH:28][C:6]([CH2:7][O:8][C:9]2[CH:14]=[CH:13][C:12]([CH:15]3[CH2:18][N:17](C(OC(C)(C)C)=O)[CH2:16]3)=[CH:11][C:10]=2[O:26][CH3:27])=[CH:5][CH:4]=1)[CH3:2].[CH3:30][S:31]([OH:34])(=[O:33])=[O:32].C(OCC)(=O)C>C(O)C>[CH3:30][S:31]([OH:34])(=[O:33])=[O:32].[CH2:1]([C:3]1[CH:4]=[CH:5][C:6]([CH2:7][O:8][C:9]2[CH:14]=[CH:13][C:12]([CH:15]3[CH2:18][NH:17][CH2:16]3)=[CH:11][C:10]=2[O:26][CH3:27])=[CH:28][CH:29]=1)[CH3:2] |f:4.5|. Reported procedure: To a solution of tert-butyl 3-[4-(4-ethylbenzyloxy)-3-methoxyphenyl]azetidine-1-carboxylate (32.4 g) prepared in (2) in ethanol (160 mL) was added methanesulfonic acid (6.3 mL). The reaction mixture was stirred at 80° C. for 3 hr. Ethyl acetate (320 mL) was added to the reaction mixture. The precipitated solid was collected on a filter and dried to give the title compound (24.3 g, 77%). Reactants: C12(CC3CC(CC(C1)C3)C2)CO (adamantanemethanol), [H-].[Na+] (NaH), ClC1=CC=[N+](C=C1)[O-] (4-chloropyridine N-oxide). Run in CN(C)C=O (DMF). The product is C12(CC3CC(CC(C1)C3)C2)COC2=CC=[N+](C=C2)[O-] (4-(adamantylmethoxy)pyridine N-oxide). The yield is 96.9%. As a reaction SMILES: [C:1]12([CH2:11][OH:12])[CH2:10][CH:5]3[CH2:6][CH:7]([CH2:9][CH:3]([CH2:4]3)[CH2:2]1)[CH2:8]2.[H-].[Na+].Cl[C:16]1[CH:21]=[CH:20][N+:19]([O-:22])=[CH:18][CH:17]=1>CN(C=O)C>[C:1]12([CH2:11][O:12][C:16]3[CH:21]=[CH:20][N+:19]([O-:22])=[CH:18][CH:17]=3)[CH2:8][CH:7]3[CH2:6][CH:5]([CH2:4][CH:3]([CH2:9]3)[CH2:2]1)[CH2:10]2 |f:1.2|. Procedure details: To a solution of adamantanemethanol (1.2 g, 7.4 mmol) in DMF (8 mL) was added NaH (0.3 g, 7.4 mmol) in a single portion. After gas evolution subsided, 4-chloropyridine N-oxide (0.8 g, 6.17 mmol) was added. The reaction mixture was stirred at room temperature under Ar until the reaction was complete. The mixture was quenched with water and extracted with CH2Cl2. The organic layer was washed with H2O and 5% LiCl, dried over Na2SO4, filtered and concentrated to dryness. Purification by flash column...